Dataset: the Open Reaction Database (ORD), a public repository of structured organic reaction records. Task: describe an organic reaction: reactants, conditions, products, and yield Starting materials: C(C)OC(CCCNC1=CC=C(C=C1)CCCCNC(=O)OC(C)(C)C)=O (4-[4-(4-tert-Butoxycarbonylaminobutyl)phenylamino]butyric acid ethyl ester), N (NH3). Solvent: CO (methanol). Conditions: temperature 45 celsius, time 25 hour. Yields the product C(C)(C)(C)OC(NCCCCC1=CC=C(C=C1)NCCCC(N)=O)=O ({4-[4-(3-Carbamoylpropylamino)phenyl]butyl}carbamic acid tert-butyl ester). The yield is 56.0%. RXN SMILES: C([O:3][C:4](=O)[CH2:5][CH2:6][CH2:7][NH:8][C:9]1[CH:14]=[CH:13][C:12]([CH2:15][CH2:16][CH2:17][CH2:18][NH:19][C:20]([O:22][C:23]([CH3:26])([CH3:25])[CH3:24])=[O:21])=[CH:11][CH:10]=1)C.[NH3:28]>CO>[C:23]([O:22][C:20](=[O:21])[NH:19][CH2:18][CH2:17][CH2:16][CH2:15][C:12]1[CH:13]=[CH:14][C:9]([NH:8][CH2:7][CH2:6][CH2:5][C:4](=[O:3])[NH2:28])=[CH:10][CH:11]=1)([CH3:26])([CH3:25])[CH3:24]. Procedure details: 4-[4-(4-tert-Butoxycarbonylaminobutyl)phenylamino]butyric acid ethyl ester 420 (0.44 g, 1.16 mmol) was added to 7N NH3 in methanol (40 mL). The reaction was stirred at 30° C. for 18 hours, at 45° C. for 25 hours, and finally at 50° C. for 84 hours. The solvent was evaporated in vacuo. The residue was purified by flash chromatography (silica gel, 20:1:0.1, chloroform/methanol/concentrated ammonium hydroxide, v/v) to provide 430 (0.23 g, 56%) as a white solid. 1H NMR (300 MHz, CDCl3) δ 1.47 (s, 9H... Run in C(CO)O (ethylene glycol), CO (MeOH), CCOC(=O)C (EtOAc). Reaction SMILES: [CH3:1][O:2][C:3](=[O:18])[CH2:4][CH2:5][C:6](=[O:17])[C:7]1[CH:12]=[CH:11][CH:10]=[C:9]([C:13]([F:16])([F:15])[F:14])[CH:8]=1.COC([O:24][CH3:25])OC.[CH3:26]C1C=CC(S(O)(=O)=O)=CC=1.C[O-].[Na+]>CCOC(C)=O.CO.C(O)CO>[CH3:1][O:2][C:3](=[O:18])[CH2:4][CH2:5][C:6]1([C:7]2[CH:12]=[CH:11][CH:10]=[C:9]([C:13]([F:14])([F:16])[F:15])[CH:8]=2)[O:24][CH2:25][CH2:26][O:17]1 |f:3.4|. Reported procedure: A solution of 4-oxo-4-(3-trifluoromethylphenyl)butyric acid methyl ester (2.47 g, 9.50 mmol), trimethylorthoformate (4.8 mL), p-TsOH (181 mg, 0.95 mmol) and ethylene glycol (7.3 mL) was heated at 50° C. for 3 h. The mixture was diluted with EtOAc (500 mL), washed with saturated NaHCO3 (3×200 mL), water (2×200 mL), and brine (150 mL), dried over Na2SO4, filtered and evaporated to give a mixture of esters. The mixture was stirred in MeOH (25 mL) with NaOMe (400 mg) at room temperature for 6 h. The... The yield is 94.0%. Starting materials: esters, COC(CCC(C1=CC(=CC=C1)C(F)(F)F)=O)=O (4-oxo-4-(3-trifluoromethylphenyl)butyric acid methyl ester), COC(OC)OC (trimethylorthoformate), CC=1C=CC(=CC1)S(=O)(=O)O (p-TsOH), C[O-].[Na+] (NaOMe). Yields the product COC(CCC1(OCCO1)C1=CC(=CC=C1)C(F)(F)F)=O (3-[2-(3-trifluoromethylphenyl)-[1,3]dioxolan-2-yl]propionic acid methyl ester).